From a dataset of the Open Reaction Database (ORD), a public repository of structured organic reaction records. describe an organic reaction: reactants, conditions, products, and yield The reactants are BrC1=CC(=C(C(=O)O)C=C1S(NCC1=CC(=C(C=C1)F)Cl)(=O)=O)NCC(CC)C1=CC=CC=C1 (4-bromo-5-(3-chloro-4-fluorobenzylsulfamoyl)-2-phenylbutylaminobenzoic acid), C1(=CC=C(C=C1)B(O)O)C (4-tolylboronic acid), C1(=CC=CC=C1)P(C1=CC=CC=C1)C1=CC=CC=C1 (triphenylphosphine), C([O-])([O-])=O.[Na+].[Na+] (sodium carbonate). Reagents/catalysts: CC(=O)[O-].CC(=O)[O-].[Pd+2] (Pd(OAc)2). The solvent is C1(=CC=CC=C1)C.CO (toluene MeOH). Product: CC1=CC=C(C=C1)C1=CC(=C(C(=O)O)C=C1S(NCC1=CC(=C(C=C1)F)Cl)(=O)=O)NCC(CC)C1=CC=CC=C1 (4-(4-Methylphenyl)-5-(3-chloro-4-fluorobenzylsulfamoyl)-2-phenylbutylaminobenzoic acid). Reaction SMILES: Br[C:2]1[C:10]([S:11](=[O:23])(=[O:22])[NH:12][CH2:13][C:14]2[CH:19]=[CH:18][C:17]([F:20])=[C:16]([Cl:21])[CH:15]=2)=[CH:9][C:5]([C:6]([OH:8])=[O:7])=[C:4]([NH:24][CH2:25][CH:26]([C:29]2[CH:34]=[CH:33][CH:32]=[CH:31][CH:30]=2)[CH2:27][CH3:28])[CH:3]=1.[C:35]1([CH3:44])[CH:40]=[CH:39][C:38](B(O)O)=[CH:37][CH:36]=1.C1(P(C2C=CC=CC=2)C2C=CC=CC=2)C=CC=CC=1.C(=O)([O-])[O-].[Na+].[Na+]>CC([O-])=O.CC([O-])=O.[Pd+2].C1(C)C=CC=CC=1.CO>[CH3:44][C:35]1[CH:40]=[CH:39][C:38]([C:2]2[C:10]([S:11](=[O:23])(=[O:22])[NH:12][CH2:13][C:14]3[CH:19]=[CH:18][C:17]([F:20])=[C:16]([Cl:21])[CH:15]=3)=[CH:9][C:5]([C:6]([OH:8])=[O:7])=[C:4]([NH:24][CH2:25][CH:26]([C:29]3[CH:30]=[CH:31][CH:32]=[CH:33][CH:34]=3)[CH2:27][CH3:28])[CH:3]=2)=[CH:37][CH:36]=1 |f:3.4.5,6.7.8,9.10|. Procedure details: from reaction of 1 eq. 4-bromo-5-(3-chloro-4-fluorobenzylsulfamoyl)-2-phenylbutylaminobenzoic acid and 1.2 eq. of 4-tolylboronic acid in a solv. mixture of toluene/MeOH 2:1 in the presence of 10 mol % of Pd(OAc)2, 20 mol % of triphenylphosphine and 3 eq. of sodium carbonate under reflux for 3 hours. Aqueous work-up, subsequent preparative HPLC and freeze-drying yields a colorless solid. Procedure: Using general procedure A, 4-(4-amino-benzyl)-benzoic acid methyl ester (0.66 g, 2.7 mmol) and 1-Boc-4-piperidone (545 mg, 2.74 mmol) gave 4-[4-(4-methoxycarbonyl-benzyl)-phenylamino]-piperidine-1-carboxylic acid tert-butyl ester as a yellow foam (434 mg, 36%). Yield: 37.9%. As a reaction SMILES: [CH3:1][O:2][C:3](=[O:18])[C:4]1[CH:9]=[CH:8][C:7]([CH2:10][C:11]2[CH:16]=[CH:15][C:14]([NH2:17])=[CH:13][CH:12]=2)=[CH:6][CH:5]=1.[C:19]([N:26]1[CH2:31][CH2:30][C:29](=O)[CH2:28][CH2:27]1)([O:21][C:22]([CH3:25])([CH3:24])[CH3:23])=[O:20]>>[C:22]([O:21][C:19]([N:26]1[CH2:31][CH2:30][CH:29]([NH:17][C:14]2[CH:15]=[CH:16][C:11]([CH2:10][C:7]3[CH:6]=[CH:5][C:4]([C:3]([O:2][CH3:1])=[O:18])=[CH:9][CH:8]=3)=[CH:12][CH:13]=2)[CH2:28][CH2:27]1)=[O:20])([CH3:25])([CH3:23])[CH3:24]. Starting materials: COC(C1=CC=C(C=C1)CC1=CC=C(C=C1)N)=O (4-(4-amino-benzyl)-benzoic acid methyl ester), C(=O)(OC(C)(C)C)N1CCC(CC1)=O (1-Boc-4-piperidone). Product: C(C)(C)(C)OC(=O)N1CCC(CC1)NC1=CC=C(C=C1)CC1=CC=C(C=C1)C(=O)OC (4-[4-(4-methoxycarbonyl-benzyl)-phenylamino]-piperidine-1-carboxylic acid tert-butyl ester). The reagents and catalysts are C=1C=CC(=CC1)/C=C/C(=O)/C=C/C2=CC=CC=C2.C=1C=CC(=CC1)/C=C/C(=O)/C=C/C2=CC=CC=C2.C=1C=CC(=CC1)/C=C/C(=O)/C=C/C2=CC=CC=C2.[Pd].[Pd] (Pd2(dba)3). RXN SMILES: Br[C:2]1[CH:7]=[CH:6][N:5]2[C:8]([C:11]([NH:13][C:14]3[CH:19]=[C:18]([C:20](=[O:31])[NH:21][CH2:22][C:23]4[CH:28]=[CH:27][C:26]([F:29])=[C:25]([F:30])[CH:24]=4)[CH:17]=[CH:16][C:15]=3[F:32])=[O:12])=[CH:9][N:10]=[C:4]2[CH:3]=1.F[B-](F)(F)F.C([PH+](C(C)(C)C)C(C)(C)C)(C)(C)C.[Br-].[CH2:52]([O:54][C:55](=[O:59])[CH2:56][CH2:57][Zn+])[CH3:53]>C1COCC1.C1C=CC(/C=C/C(/C=C/C2C=CC=CC=2)=O)=CC=1.C1C=CC(/C=C/C(/C=C/C2C=CC=CC=2)=O)=CC=1.C1C=CC(/C=C/C(/C=C/C2C=CC=CC=2)=O)=CC=1.[Pd].[Pd]>[F:30][C:25]1[CH:24]=[C:23]([CH:28]=[CH:27][C:26]=1[F:29])[CH2:22][NH:21][C:20]([C:18]1[CH:17]=[CH:16][C:15]([F:32])=[C:14]([NH:13][C:11]([C:8]2[N:5]3[CH:6]=[CH:7][C:2]([CH2:57][CH2:56][C:55]([O:54][CH2:52][CH3:53])=[O:59])=[CH:3][C:4]3=[N:10][CH:9]=2)=[O:12])[CH:19]=1)=[O:31] |f:1.2,3.4,6.7.8.9.10|. Reactants: BrC1=CC=2N(C=C1)C(=CN2)C(=O)NC2=C(C=CC(=C2)C(NCC2=CC(=C(C=C2)F)F)=O)F (7-bromo-N-(5-(3,4-difluorobenzylcarbamoyl)-2-fluorophenyl)imidazo[1,2-a]pyridine-3-carboxamide), [Br-].C(C)OC(CC[Zn+])=O ((3-Ethoxy-3-oxopropyl)zinc(II) bromide), BrC1=CC=2N(C=C1)C(=CN2)C(=O)NC2=C(C=CC(=C2)C(NCC2=CC(=C(C=C2)F)F)=O)F (7-bromo-N-(5-(3,4-difluorobenzylcarbamoyl)-2-fluorophenyl)imidazo[1,2-a]pyridine-3-carboxamide), F[B-](F)(F)F.C(C)(C)(C)[PH+](C(C)(C)C)C(C)(C)C (tritertbutylphosphonium tetrafluoroborate). Reaction conditions: temperature 60 celsius. The solvent is C1CCOC1 (THF). Procedure: 7-Bromo-N-(5-(3,4-difluorobenzylcarbamoyl)-2-fluorophenyl)imidazo[1,2-a]pyridine-3-carboxamide (Intermediate 3A) (1 g, 1.987 mmol), Pd2(dba)3 (0.091 g, 0.099 mmol) and tritertbutylphosphonium tetrafluoroborate (0.058 g, 0.199 mmol) were combined in THF (60 ml) under nitrogen and the mixture was degassed thoroughly refilling with nitrogen (×3). (3-Ethoxy-3-oxopropyl)zinc(II) bromide (19.87 ml, 9.93 mmol) was added and the mixture was heated at 60° C. for 100 mins. After cooling to RT, the mixture... The product is FC=1C=C(CNC(=O)C=2C=CC(=C(C2)NC(=O)C2=CN=C3N2C=CC(=C3)CCC(=O)OCC)F)C=CC1F (Ethyl 3-(3-(5-(3,4-difluorobenzylcarbamoyl)-2-fluorophenylcarbamoyl)imidazo[1,2-a]pyridin-7-yl)propanoate). Starting materials: ClC=1C=C(C=CC1F)C=1OC(=CC1C=1C=C(C=C(C1)F)C#N)C(=O)N1CNC(C1)=O (3-{2-(3-Chloro-4-fluorophenyl)-5-[(4-oxoimidazolidin-1-yl)carbonyl]furan-3-yl}-5-fluorobenzenecarbonitrile), ClC=1C=C(C=CC1)C1=C(C=C(O1)C(=O)OCC)C1=CC(=CC(=C1)F)C#N (Ethyl 5-(3-chlorophenyl)-4-(3-cyano-5-fluorophenyl)furan-2-carboxylate). Product: ClC=1C=C(C=CC1)C=1OC(=CC1C=1C=C(C=C(C1)F)C#N)C(=O)N1CNC(C1)=O (3-{2-(3-Chlorophenyl)-5-[(4-oxoimidazolidin-1-yl)carbonyl]furan-3-yl}-5-fluorobenzenecarbonitrile). Reaction SMILES: [Cl:1][C:2]1[CH:3]=[C:4]([C:9]2[O:10][C:11]([C:23]([N:25]3[CH2:29][C:28](=[O:30])[NH:27][CH2:26]3)=[O:24])=[CH:12][C:13]=2[C:14]2[CH:15]=[C:16]([C:21]#[N:22])[CH:17]=[C:18]([F:20])[CH:19]=2)[CH:5]=[CH:6][C:7]=1F.ClC1C=C(C2OC(C(OCC)=O)=CC=2C2C=C(F)C=C(C#N)C=2)C=CC=1>>[Cl:1][C:2]1[CH:3]=[C:4]([C:9]2[O:10][C:11]([C:23]([N:25]3[CH2:29][C:28](=[O:30])[NH:27][CH2:26]3)=[O:24])=[CH:12][C:13]=2[C:14]2[CH:15]=[C:16]([C:21]#[N:22])[CH:17]=[C:18]([F:20])[CH:19]=2)[CH:5]=[CH:6][CH:7]=1. Reported procedure: The preparation of the title compound takes place in analogy to the synthesis of the compound from Example 31 starting with the compound from Example 16A. 29.9 mg (49% of theory) of the title compound are obtained. Starting materials: CCOC(=O)COc1ccc(Br)cc1C(=O)C#C[Si](C)(C)C, CCOCC, CO, Cl. Yields the product C#CC(=O)c1cc(Br)ccc1OCC(=O)OCC. As a reaction SMILES: [CH2:1]([CH3:2])[O:3][C:4]([CH2:5][O:6][c:7]1[c:8]([C:14]([C:15]#[C:16][Si:17]([CH3:18])([CH3:19])[CH3:20])=[O:21])[cH:9][c:10]([Br:13])[cH:11][cH:12]1)=[O:22].[CH3:23][CH2:24][O:25][CH2:26][CH3:27].[CH3:29][OH:30].[ClH:28]>>[CH2:1]([CH3:2])[O:3][C:4]([CH2:5][O:6][c:7]1[c:8]([C:14]([C:15]#[CH:16])=[O:21])[cH:9][c:10]([Br:13])[cH:11][cH:12]1)=[O:22]. The reactants are BrB(Br)Br, CCc1cccc2c(OC)cccc12, ClCCl, O. The product is CCc1cccc2c(O)cccc12. Reaction SMILES: [B:18]([Br:19])([Br:20])[Br:21].[CH3:4][O:5][c:6]1[cH:7][cH:8][cH:9][c:10]2[c:11]([CH2:16][CH3:17])[cH:12][cH:13][cH:14][c:15]12.[Cl:1][CH2:2][Cl:3].[OH2:22]>>[OH:5][c:6]1[cH:7][cH:8][cH:9][c:10]2[c:11]([CH2:16][CH3:17])[cH:12][cH:13][cH:14][c:15]12. Starting materials: CCCC[Sn](Cl)(CCCC)CCCC, [Li]CCCC, C1CCOC1, O=S1(=O)C=CCC1. Yields the product CCCC[Sn](CCCC)(CCCC)C1=CCCS1(=O)=O. Reaction SMILES: [CH2:13]([CH2:14][CH2:15][CH3:16])[Sn:17]([CH2:18][CH2:19][CH2:20][CH3:21])([CH2:22][CH2:23][CH2:24][CH3:25])[Cl:26].[CH2:1]([Li:2])[CH2:3][CH2:4][CH3:5].[O:27]1[CH2:28][CH2:29][CH2:30][CH2:31]1.[S:6]1(=[O:11])(=[O:12])[CH2:7][CH2:8][CH:9]=[CH:10]1>>[S:6]1(=[O:11])(=[O:12])[CH2:7][CH2:8][CH:9]=[C:10]1[Sn:17]([CH2:13][CH2:14][CH2:15][CH3:16])([CH2:18][CH2:19][CH2:20][CH3:21])[CH2:22][CH2:23][CH2:24][CH3:25]. Starting materials: CCOC(=O)c1nc(-c2ccccc2)cs1, CO, [H-], [Li+], C1CCOC1, [OH-], O. Product: O=C(O)c1nc(-c2ccccc2)cs1. RXN SMILES: [CH2:1]([CH3:2])[O:3][C:4](=[O:5])[c:6]1[s:7][cH:8][c:9](-[c:11]2[cH:12][cH:13][cH:14][cH:15][cH:16]2)[n:10]1.[CH3:22][OH:23].[H-:24].[Li+:26].[O:17]1[CH2:18][CH2:19][CH2:20][CH2:21]1.[OH-:25].[OH2:27]>>[O:3]=[C:4]([OH:5])[c:6]1[s:7][cH:8][c:9](-[c:11]2[cH:12][cH:13][cH:14][cH:15][cH:16]2)[n:10]1.